From a dataset of the Open Reaction Database (ORD), a public repository of structured organic reaction records. describe an organic reaction: reactants, conditions, products, and yield Reactants: BrCC1=C(C(=O)OCC)C=CN=C1Cl (ethyl 3-(bromomethyl)-2-chloroisonicotinate), Cl.FC1=CC=C(OC2=C(C=C(C=N2)C(C)N)C)C=C1 (1-(6-(4-fluorophenoxy)-5-methylpyridin-3-yl)ethanamine hydrochloride). Yields the product ClC1=NC=CC2=C1CN(C2=O)C(C)C=2C=NC(=C(C2)C)OC2=CC=C(C=C2)F (4-chloro-2-(1-(6-(4-fluorophenoxy)-5-methylpyridin-3-yl)ethyl)-2,3-dihydro-1H-pyrrolo[3,4-c]pyridin-1-one). The yield is 84.0%. RXN SMILES: Br[CH2:2][C:3]1[C:13]([Cl:14])=[N:12][CH:11]=[CH:10][C:4]=1[C:5]([O:7]CC)=O.Cl.[F:16][C:17]1[CH:33]=[CH:32][C:20]([O:21][C:22]2[N:27]=[CH:26][C:25]([CH:28]([NH2:30])[CH3:29])=[CH:24][C:23]=2[CH3:31])=[CH:19][CH:18]=1>>[Cl:14][C:13]1[C:3]2[CH2:2][N:30]([CH:28]([C:25]3[CH:26]=[N:27][C:22]([O:21][C:20]4[CH:19]=[CH:18][C:17]([F:16])=[CH:33][CH:32]=4)=[C:23]([CH3:31])[CH:24]=3)[CH3:29])[C:5](=[O:7])[C:4]=2[CH:10]=[CH:11][N:12]=1 |f:1.2|. Procedure: The title compound is prepared in 84% yield (120 mg, brown solid) from ethyl 3-(bromomethyl)-2-chloroisonicotinate (100 mg, 0.36 mmol, Step-1 of Intermediate-1) and 1-(6-(4-fluorophenoxy)-5-methylpyridin-3-yl)ethanamine hydrochloride (120 mg, 0.43 mmol, Amine-39, single enantiomer) in a similar manner to Intermediate-2.